Dataset: the Open Reaction Database (ORD), a public repository of structured organic reaction records. Task: describe an organic reaction: reactants, conditions, products, and yield Yields the product CSCC1=CC(=C(C(=O)NC=2C(=NC=CC2)C(=O)NC2=NC=C(C=C2)Cl)C=C1)OC1CCN(CC1)C(=O)OC(C)(C)C (3-[4-(Methylthiomethyl)-2-(1-t-butoxycarbonylpiperidin-4-yloxy)benzoylamino]-N-(5-chloropyridin-2-yl)pyridine-2-carboxamide). The reactants are CSCC1=CC(=C(C(=O)O)C=C1)OC1CCN(CC1)C(=O)OC(C)(C)C (4-(methylthiomethyl)-2-(1-t-butoxycarbonylpiperidin-4-yloxy)-benzoic acid), NC=1C(=NC=CC1)C(=O)NC1=NC=C(C=C1)Cl (3-amino-N-(5-chloropyridin-2-yl)pyridine-2-carboxamide). Reaction SMILES: [CH3:1][S:2][CH2:3][C:4]1[CH:12]=[CH:11][C:7]([C:8]([OH:10])=O)=[C:6]([O:13][CH:14]2[CH2:19][CH2:18][N:17]([C:20]([O:22][C:23]([CH3:26])([CH3:25])[CH3:24])=[O:21])[CH2:16][CH2:15]2)[CH:5]=1.[NH2:27][C:28]1[C:29]([C:34]([NH:36][C:37]2[CH:42]=[CH:41][C:40]([Cl:43])=[CH:39][N:38]=2)=[O:35])=[N:30][CH:31]=[CH:32][CH:33]=1>>[CH3:1][S:2][CH2:3][C:4]1[CH:12]=[CH:11][C:7]([C:8]([NH:27][C:28]2[C:29]([C:34]([NH:36][C:37]3[CH:42]=[CH:41][C:40]([Cl:43])=[CH:39][N:38]=3)=[O:35])=[N:30][CH:31]=[CH:32][CH:33]=2)=[O:10])=[C:6]([O:13][CH:14]2[CH2:19][CH2:18][N:17]([C:20]([O:22][C:23]([CH3:25])([CH3:26])[CH3:24])=[O:21])[CH2:16][CH2:15]2)[CH:5]=1. Isolated yield 43.0%. Procedure details: Using a procedure analogous to Example 1-G, 3-[4-(methylthiomethyl)-2-(1-t-butoxycarbonylpiperidin-4-yloxy)-benzoic acid and 3-amino-N-(5-chloropyridin-2-yl)pyridine-2-carboxamide gave the title compound as a white solid (751 mg, 43%). Reactants: C(CCCC)N(C(N(C)C)=O)C (3-pentyl-1,1,3-trimethylurea), NC1=C(C=CC=C1)N1CCOCC1 (4-(2-aminophenyl)morpholine), P(=O)(Cl)(Cl)Cl (phosphorus oxychloride). The solvent is C1=CC=CC=C1 (benzene), C1=CC=CC=C1 (benzene). The product is C(CCCC)N(C(=NC1=C(C=CC=C1)N1CCOCC1)N(C)C)C (1-pentyl-2-(2-morpholinophenyl)-1,3,3-trimethyl guanidine). RXN SMILES: [CH2:1]([N:6]([CH3:12])[C:7](=O)[N:8]([CH3:10])[CH3:9])[CH2:2][CH2:3][CH2:4][CH3:5].[NH2:13][C:14]1[CH:19]=[CH:18][CH:17]=[CH:16][C:15]=1[N:20]1[CH2:25][CH2:24][O:23][CH2:22][CH2:21]1.P(Cl)(Cl)(Cl)=O>C1C=CC=CC=1>[CH2:1]([N:6]([CH3:12])[C:7]([N:8]([CH3:10])[CH3:9])=[N:13][C:14]1[CH:19]=[CH:18][CH:17]=[CH:16][C:15]=1[N:20]1[CH2:25][CH2:24][O:23][CH2:22][CH2:21]1)[CH2:2][CH2:3][CH2:4][CH3:5]. Procedure details: Reaction of 3-pentyl-1,1,3-trimethylurea (7.5 g) in benzene (80 ml) with 4-(2-aminophenyl)morpholine (6.46 g) in benzene (30 ml) in the presence of phosphorus oxychloride (4.06 ml) for 45 hours at 70° C. gave 1-pentyl-2-(2-morpholinophenyl)-1,3,3-trimethyl guanidine (b.p. 98° C. at 1.5 mm Hg). Reactants: C(C)[O-].[Na+] (sodium ethanolate), Cl.C(C)OC(CC(N)=N)=O (2-amidino-acetic acid ethyl ester hydrochloride), BrCC(=O)C1=CC=C(C=C1)C1=CC=CC=C1 (2-bromo-1-(biphen-4-yl)-ethan-1-one). Run in C(C)O (ethanol). Conditions: time 20 minute. Product: NC=1NC(=CC1C(=O)OCC)C1=CC=C(C=C1)C1=CC=CC=C1 (2-Amino-3-ethoxycarbonyl-5-(biphen-4-yl)-1H-pyrrole). Reaction SMILES: Cl.[CH2:2]([O:4][C:5](=[O:10])[CH2:6][C:7](=[NH:9])[NH2:8])[CH3:3].C([O-])C.[Na+].Br[CH2:16][C:17]([C:19]1[CH:24]=[CH:23][C:22]([C:25]2[CH:30]=[CH:29][CH:28]=[CH:27][CH:26]=2)=[CH:21][CH:20]=1)=O>C(O)C>[NH2:9][C:7]1[NH:8][C:17]([C:19]2[CH:24]=[CH:23][C:22]([C:25]3[CH:30]=[CH:29][CH:28]=[CH:27][CH:26]=3)=[CH:21][CH:20]=2)=[CH:16][C:6]=1[C:5]([O:4][CH2:2][CH3:3])=[O:10] |f:0.1,2.3|. Procedure: Under an argon atmosphere, 1.65 g (1 0 mmol) of 2-amidino-acetic acid ethyl ester hydrochloride (for preparation see: Liebigs Ann. Chem., 1895 (1977)) are introduced into 10 ml of ethanol and, at 0-5° C., 0.73 g (10 mmol) of sodium ethanolate is added thereto. The bright yellow suspension is stirred for 20 min and then 1.4 g (5 mmol) of 2-bromo-1-(biphen-4-yl)-ethan-1-one (2-bromo-4'-phenyl-acetophenone; Aldrich; Milwaukee/USA) are added thereto. After 48 hours' stirring at RT, the reaction mixt... The reactants are C(C)OC(=O)C=1NC2=CC=CC=C2C1.NC1=CC=C(CN2C=C(C3=CC=CC=C23)C2=CC=CC=C2)C=C1 (1-(4-amino-benzyl)-3-phenyl-1H-indole indolecarboxylic acid ethyl ester), C1(=CC=CC=C1)S(=O)(=O)Cl (benzenesulfonyl chloride). Yields the product C1(=CC=CC=C1)C1=C(N(C2=CC=CC=C12)CC1=CC=C(C=C1)NS(=O)(=O)C1=CC=CC=C1)C(=O)O (3-phenyl-1-{4-[(phenylsulfonyl)amino]benzyl}-1H-indole-2-carboxylic acid). RXN SMILES: C([O:3][C:4](C1NC2C(C=1)=CC=CC=2)=[O:5])C.[NH2:15][C:16]1[CH:37]=[CH:36][C:19]([CH2:20][N:21]2[C:29]3[C:24](=[CH:25][CH:26]=[CH:27][CH:28]=3)[C:23]([C:30]3[CH:35]=[CH:34][CH:33]=[CH:32][CH:31]=3)=[CH:22]2)=[CH:18][CH:17]=1.[C:38]1([S:44](Cl)(=[O:46])=[O:45])[CH:43]=[CH:42][CH:41]=[CH:40][CH:39]=1>>[C:30]1([C:23]2[C:24]3[C:29](=[CH:28][CH:27]=[CH:26][CH:25]=3)[N:21]([CH2:20][C:19]3[CH:18]=[CH:17][C:16]([NH:15][S:44]([C:38]4[CH:43]=[CH:42][CH:41]=[CH:40][CH:39]=4)(=[O:46])=[O:45])=[CH:37][CH:36]=3)[C:22]=2[C:4]([OH:5])=[O:3])[CH:31]=[CH:32][CH:33]=[CH:34][CH:35]=1 |f:0.1|. Procedure details: The title compound was prepared from 1-(4-amino-benzyl)-3-phenyl-1H-indole indolecarboxylic acid ethyl ester and benzenesulfonyl chloride followed the procedure of Example 3 Step 2 as an off-white solid: 1H NMR (DMSO-d6) δ 5.72 (s, 2H), 6.95-7.00 (m, 4H), 7.09-7.13 (m, 1H), 7.27-7.31 (m, 1H), 7.33-7.37 (m, 1H), 7.42-7.45 (m, 5H), 7.49-7.55 (m, 3H), 7.57-7.61 (m, 1H), 7.72 (dd, J=7.1, 1.4 Hz, 2H), 10.26 (br s, 1H), 12.83 (br s, 1H); MS (ESI) m/z 481 ([M−H]−); HRMS calcd for C28H21N2O4S: 481.1224;... Reagents/catalysts: C=1C=CC(=CC1)[P](C=2C=CC=CC2)(C=3C=CC=CC3)[Pd]([P](C=4C=CC=CC4)(C=5C=CC=CC5)C=6C=CC=CC6)([P](C=7C=CC=CC7)(C=8C=CC=CC8)C=9C=CC=CC9)[P](C=1C=CC=CC1)(C=1C=CC=CC1)C=1C=CC=CC1 (tetrakis(triphenylphosphine)palladium(0)). Solvent: CCOC(=O)C (EtOAc), C1CCOC1 (THF). The reactants are [NH4+].[Cl-] (NH4Cl), BrC1=CC(=C(S1)[N+](=O)[O-])C(=O)N (5-bromo-2-nitrothiophene-3-carboxamide), C(=O)([O-])[O-].[Na+].[Na+] (Na2CO3), BrC1=CC(=C(S1)[N+](=O)[O-])C(=O)N (5-bromo-2-nitrothiophene-3-carboxamide), CC1(OB(OC1(C)C)C1=CC=C(C=C1)C1(COC1)O)C (3-[4-(4,4,5,5-tetramethyl-1,3,2-dioxaborolan-2-yl)phenyl]oxetan-3-ol). Procedure: 5-Bromo-2-nitrothiophene-3-carboxamide (Intermediate 10, Step 4) (1.44 g, 5.74 mmol), 3-[4-(4,4,5,5-tetramethyl-1,3,2-dioxaborolan-2-yl)phenyl]oxetan-3-ol (1.821 g, 6.60 mmol) and tetrakis(triphenylphosphine)palladium(0) (0.331 g, 0.287 mmol) were taken up in THF (25 mL)/2 N Na2CO3 (10 mL) and the reaction mixture was stirred at 80° C. overnight. After cooling to room temperature, saturated NH4Cl and EtOAc were added. The resulting precipitate was collected by filtration, washed with water and d... Reaction SMILES: Br[C:2]1[S:6][C:5]([N+:7]([O-:9])=[O:8])=[C:4]([C:10]([NH2:12])=[O:11])[CH:3]=1.CC1(C)C(C)(C)OB([C:21]2[CH:26]=[CH:25][C:24]([C:27]3([OH:31])[CH2:30][O:29][CH2:28]3)=[CH:23][CH:22]=2)O1.C([O-])([O-])=O.[Na+].[Na+].[NH4+].[Cl-]>C1COCC1.C1C=CC([P]([Pd]([P](C2C=CC=CC=2)(C2C=CC=CC=2)C2C=CC=CC=2)([P](C2C=CC=CC=2)(C2C=CC=CC=2)C2C=CC=CC=2)[P](C2C=CC=CC=2)(C2C=CC=CC=2)C2C=CC=CC=2)(C2C=CC=CC=2)C2C=CC=CC=2)=CC=1.CCOC(C)=O>[OH:31][C:27]1([C:24]2[CH:25]=[CH:26][C:21]([C:2]3[S:6][C:5]([N+:7]([O-:9])=[O:8])=[C:4]([C:10]([NH2:12])=[O:11])[CH:3]=3)=[CH:22][CH:23]=2)[CH2:30][O:29][CH2:28]1 |f:2.3.4,5.6,^1:49,51,70,89|. Conditions: temperature 80 celsius, time 8 hour. Yields the product OC1(COC1)C1=CC=C(C=C1)C1=CC(=C(S1)[N+](=O)[O-])C(=O)N (5-[4-(3-hydroxyoxetan-3-yl)phenyl]-2-nitrothiophene-3-carboxamide).